Task: describe an organic reaction: reactants, conditions, products, and yield. Dataset: the Open Reaction Database (ORD), a public repository of structured organic reaction records The reactants are CC1(C)CCCC(C)(C)N1O, Cc1nc(CO)c(OCc2ccccc2)c(=O)n1C, ClCCl, [Na+], [Na+], O=C([O-])O, [OH-], O, c1cncnc1. The product is Cc1nc(C(=O)O)c(OCc2ccccc2)c(=O)n1C. As a reaction SMILES: [CH3:33][C:34]1([CH3:43])[N:35]([O:36])[C:37]([CH3:38])([CH3:39])[CH2:40][CH2:41][CH2:42]1.[CH3:7][c:8]1[n:9][c:10]([CH2:24][OH:25])[c:11]([O:16][CH2:17][c:18]2[cH:19][cH:20][cH:21][cH:22][cH:23]2)[c:12](=[O:15])[n:13]1[CH3:14].[Cl:44][CH2:45][Cl:46].[Na+:30].[Na+:32].[O-:26][C:27]([OH:28])=[O:29].[OH-:31].[OH2:47].[cH:1]1[cH:2][n:3][cH:4][n:5][cH:6]1>>[CH3:7][c:8]1[n:9][c:10]([C:24](=[O:25])[OH:26])[c:11]([O:16][CH2:17][c:18]2[cH:19][cH:20][cH:21][cH:22][cH:23]2)[c:12](=[O:15])[n:13]1[CH3:14]. Starting materials: C(C)OC1=C(C=CC=C1)C=1SC=CC1 (2-(2-ethoxyphenyl)thiophene), BrC=1C=CC(=C(C=O)C1)Cl (5-bromo-2-chlorobenzaldehyde). The product is BrC=1C=CC(=C(C1)CC=1SC(=CC1)C1=C(C=CC=C1)OCC)Cl (5-bromo-2-chloro-1-(5-(2-ethoxyphenyl)-2-thienylmethyl)benzene). As a reaction SMILES: [CH2:1]([O:3][C:4]1[CH:9]=[CH:8][CH:7]=[CH:6][C:5]=1[C:10]1[S:11][CH:12]=[CH:13][CH:14]=1)[CH3:2].[Br:15][C:16]1[CH:17]=[CH:18][C:19]([Cl:24])=[C:20]([CH:23]=1)[CH:21]=O>>[Br:15][C:16]1[CH:17]=[CH:18][C:19]([Cl:24])=[C:20]([CH2:21][C:12]2[S:11][C:10]([C:5]3[CH:6]=[CH:7][CH:8]=[CH:9][C:4]=3[O:3][CH2:1][CH3:2])=[CH:14][CH:13]=2)[CH:23]=1. Procedure details: The above 2-(2-ethoxyphenyl)thiophene and 5-bromo-2-chlorobenzaldehyde obtained in Reference Example 16-(1) were treated in a manner similar to Reference Example 9 to give 5-bromo-2-chloro-1-(5-(2-ethoxyphenyl)-2-thienylmethyl)benzene as colorless oil. APCI-Mass m/Z 407/409 (M+H). As a reaction SMILES: [F:4][c:5]1[cH:6][cH:7][c:8]([C:11]([CH3:12])=[O:13])[cH:9][cH:10]1.[O:14]1[CH2:15][CH2:16][O:17][CH2:18][CH2:19]1.[Se:1](=[O:2])=[O:3]>>[O:2]=[CH:12][C:11]([c:8]1[cH:7][cH:6][c:5]([F:4])[cH:10][cH:9]1)=[O:13]. Yields the product O=CC(=O)c1ccc(F)cc1. Starting materials: CC(=O)c1ccc(F)cc1, C1COCCO1, O=[Se]=O. The reactants are ClC1=CC=C(C=N1)C(=O)N1CCOCC1 (4-[(6-chloro-3-pyridinyl)carbonyl]morpholine), 4-O-tert-butyldimethylsilyl-phenylboric acid, C([O-])([O-])=O.[Na+].[Na+] (sodium carbonate), C1(=CC=CC=C1)C (toluene), [F-].C(CCC)[N+](CCCC)(CCCC)CCCC (tetrabutylammonium fluoride). The reagents and catalysts are C=1C=CC(=CC1)[P](C=2C=CC=CC2)(C=3C=CC=CC3)[Pd]([P](C=4C=CC=CC4)(C=5C=CC=CC5)C=6C=CC=CC6)([P](C=7C=CC=CC7)(C=8C=CC=CC8)C=9C=CC=CC9)[P](C=1C=CC=CC1)(C=1C=CC=CC1)C=1C=CC=CC1 (Pd(Ph3P)4). Solvent: C(C)(=O)OCC (ethyl acetate), C(C)(=O)OCC (ethyl acetate). Product: N1(CCOCC1)C(=O)C1=CC=C(NC1)C1=CC=C(C=C1)O (4-[5-(4-morpholinylcarbonyl)-1,6-dihydro-2-pyridinyl]phenol). Isolated yield 70.0%. Reaction SMILES: Cl[C:2]1[N:7]=[CH:6][C:5]([C:8]([N:10]2[CH2:15][CH2:14][O:13][CH2:12][CH2:11]2)=[O:9])=[CH:4][CH:3]=1.[C:16](=[O:19])([O-])[O-].[Na+].[Na+].[F-].C([N+](CCCC)(CCCC)CCCC)CCC.[C:40]1(C)[CH:45]=[CH:44]C=[CH:42][CH:41]=1>C(OCC)(=O)C.C1C=CC([P]([Pd]([P](C2C=CC=CC=2)(C2C=CC=CC=2)C2C=CC=CC=2)([P](C2C=CC=CC=2)(C2C=CC=CC=2)C2C=CC=CC=2)[P](C2C=CC=CC=2)(C2C=CC=CC=2)C2C=CC=CC=2)(C2C=CC=CC=2)C2C=CC=CC=2)=CC=1>[N:10]1([C:8]([C:5]2[CH2:6][NH:7][C:2]([C:40]3[CH:45]=[CH:44][C:16]([OH:19])=[CH:42][CH:41]=3)=[CH:3][CH:4]=2)=[O:9])[CH2:15][CH2:14][O:13][CH2:12][CH2:11]1 |f:1.2.3,4.5,^1:56,58,77,96|. Procedure: A mixture of Example 44A (4.0 g, 17.6 mmol), Pd(Ph3P)4 (1.0 g, 0.86 mmol), 4-O-tert-butyldimethylsilyl-phenylboric acid (4.9 g, 23.6 mmol) in toluene (60 mL) and aqueous sodium carbonate (2.76 g dissolved in 25 mL water) was heated to reflux for 12 hours, then cooled to ambient temperature. The mixture was diluted with ethyl acetate (100 mL), washed with water (1×50 mL), dried (Na2SO4), filtered and concentrated under reduced pressure. The residue was stirred in THF (200 mL) containing tetrabuty... The reactants are NC1=NC=CC=C1O (2-amino-3-hydroxypyridine), BrCC1=C(C(=C(C(=C1F)F)F)F)F (alpha -bromo-2,3,4,5,6-pentafluorotoluene). Reagents/catalysts: CCCCCCCC[N+](C)(CCCCCCCC)CCCCCCCC.[Cl-] (Adogen 464). Solvent: ClCCl (dichloromethane), [OH-].[Na+] (sodium hydroxide). Run at time 16 hour. Product: NC1=NC=CC=C1OCC1=C(C(=C(C(=C1F)F)F)F)F (2-Amino-3-(pentafluorobenzyloxy)pyridine). Isolated yield 65.5%. Reaction SMILES: [NH2:1][C:2]1[C:7]([OH:8])=[CH:6][CH:5]=[CH:4][N:3]=1.Br[CH2:10][C:11]1[C:16]([F:17])=[C:15]([F:18])[C:14]([F:19])=[C:13]([F:20])[C:12]=1[F:21]>ClCCl.[OH-].[Na+].CCCCCCCC[N+](CCCCCCCC)(CCCCCCCC)C.[Cl-]>[NH2:1][C:2]1[C:7]([O:8][CH2:10][C:11]2[C:12]([F:21])=[C:13]([F:20])[C:14]([F:19])=[C:15]([F:18])[C:16]=2[F:17])=[CH:6][CH:5]=[CH:4][N:3]=1 |f:3.4,5.6|. Procedure details: To a solution of 2-amino-3-hydroxypyridine (8.1 g, 73.6 mmol) in dichloromethane (65 ml) and 40% sodium hydroxide (65 ml) was added Adogen 464 (5 ml) and alpha -bromo-2,3,4,5,6-pentafluorotoluene (20 g, 81 mmol) with vigorous stirring. The mixture was stirred at room temperature for 16 hours and the resulting solid was filtered off, washed and dried to yield the title compound (14 g), m.p.130°-134° C. The product is CC(N=CC(F)(F)F)c1ccccc1. Starting materials: CCOC(O)CC(F)(F)F, CC(N)c1ccccc1, Cc1ccccc1, Cc1ccc(S(=O)(=O)O)cc1. As a reaction SMILES: [CH2:1]([O:2][CH:3]([OH:4])[CH2:5][C:6]([F:7])([F:8])[F:9])[CH3:10].[CH3:11][CH:12]([c:13]1[cH:14][cH:15][cH:16][cH:17][cH:18]1)[NH2:19].[CH3:31][c:32]1[cH:33][cH:34][cH:35][cH:36][cH:37]1.[c:20]1([CH3:21])[cH:22][cH:23][c:24]([S:25]([OH:26])(=[O:27])=[O:28])[cH:29][cH:30]1>>[CH:5]([C:6]([F:7])([F:8])[F:9])=[N:19][CH:12]([CH3:11])[c:13]1[cH:14][cH:15][cH:16][cH:17][cH:18]1. Reactants: ClC(=CC(C)NC(=O)C1=NN(C2=CC=CC=C12)CC1=C(C=CC=C1)F)Cl (1,1-dichloro-3-[1(2-fluorobenzyl)indazole-3-carboxamido]-but-1-ene), C[O-].[Na+] (sodium methylate), crude mixture. Run in CN1C(CCC1)=O (N-methylpyrrolidone). Product: FC1=C(CN2N=C(C3=CC=CC=C23)C=2OC(=C(N2)C)COC)C=CC=C1 (2-[1-(2-fluorobenzyl)-indazol-3-yl]-5-methoxymethyl-4-methyl-oxazole). Isolated yield 25.6%. RXN SMILES: Cl[C:2](Cl)=[CH:3][CH:4]([NH:6][C:7]([C:9]1[C:17]2[C:12](=[CH:13][CH:14]=[CH:15][CH:16]=2)[N:11]([CH2:18][C:19]2[CH:24]=[CH:23][CH:22]=[CH:21][C:20]=2[F:25])[N:10]=1)=[O:8])[CH3:5].[CH3:27][O-:28].[Na+]>CN1CCCC1=O>[F:25][C:20]1[CH:21]=[CH:22][CH:23]=[CH:24][C:19]=1[CH2:18][N:11]1[C:12]2[C:17](=[CH:16][CH:15]=[CH:14][CH:13]=2)[C:9]([C:7]2[O:8][C:3]([CH2:2][O:28][CH3:27])=[C:4]([CH3:5])[N:6]=2)=[N:10]1 |f:1.2|. Procedure details: 136 mg of 1,1-dichloro-3-[1(2-fluorobenzyl)indazole-3-carboxamido]-but-1-ene (0.267 mmol) and 47 mg of sodium methylate were stirred in 0.6 ml of N-methylpyrrolidone at 100° C. under argon overnight. The crude mixture was cooled and purified directly by column chromatography (SiO2). 24 mg (20%) of 2-[1-(2-fluorobenzyl)-indazol-3-yl]-5-methoxymethyl-4-methyl-oxazole were isolated as yellowish crystals.